From a dataset of the Open Reaction Database (ORD), a public repository of structured organic reaction records. describe an organic reaction: reactants, conditions, products, and yield Starting materials: C1(CC1)C=1C=CC(=NC1OC)/C(=C/[C@H]1CCC(N1)=O)/C=1C=CC2=C(CCO2)C1 ((5R)-5-[(E)-2-(5-cyclopropyl-6-methoxypyridin-2-yl)-2-(2,3-dihydro-1-benzofuran-5-yl)ethenyl]pyrrolidin-2-one), [H][H] (hydrogen). Reagents/catalysts: [Pd] (palladium-activated carbon). The solvent is CO (methanol). Product: C1(CC1)C=1C=CC(=NC1OC)C(C[C@H]1CCC(N1)=O)C=1C=CC2=C(CCO2)C1 ((5R)-5-[2-(5-cyclopropyl-6-methoxypyridin-2-yl)-2-(2,3-dihydro-1-benzofuran-5-yl)ethyl]pyrrolidin-2-one). As a reaction SMILES: [CH:1]1([C:4]2[CH:5]=[CH:6][C:7](/[C:12](/[C:20]3[CH:21]=[CH:22][C:23]4[O:27][CH2:26][CH2:25][C:24]=4[CH:28]=3)=[CH:13]/[C@@H:14]3[NH:18][C:17](=[O:19])[CH2:16][CH2:15]3)=[N:8][C:9]=2[O:10][CH3:11])[CH2:3][CH2:2]1.[H][H]>CO.[Pd]>[CH:1]1([C:4]2[CH:5]=[CH:6][C:7]([CH:12]([C:20]3[CH:21]=[CH:22][C:23]4[O:27][CH2:26][CH2:25][C:24]=4[CH:28]=3)[CH2:13][C@@H:14]3[NH:18][C:17](=[O:19])[CH2:16][CH2:15]3)=[N:8][C:9]=2[O:10][CH3:11])[CH2:3][CH2:2]1. Procedure details: 10% palladium-activated carbon (50 mg) was added to a solution of (5R)-5-[(E)-2-(5-cyclopropyl-6-methoxypyridin-2-yl)-2-(2,3-dihydro-1-benzofuran-5-yl)ethenyl]pyrrolidin-2-one (240 mg) in methanol (3 mL), and the mixture was stirred at room temperature for four hours in a hydrogen atmosphere. The reaction solution was filtered through celite, and then the filtrate was concentrated under reduced pressure. The residue was purified by silica gel column chromatography (hexane:ethyl acetate=1:1→0:1) ...